From a dataset of the Open Reaction Database (ORD), a public repository of structured organic reaction records. describe an organic reaction: reactants, conditions, products, and yield The reactants are CCOc1cc([N+](=O)[O-])ccc1C(=O)O, CCO, [Cl-], [Fe], [NH4+]. Yields the product CCOc1cc(N)ccc1C(=O)O. Reaction SMILES: [CH2:1]([CH3:2])[O:3][c:4]1[c:5]([C:6](=[O:7])[OH:8])[cH:9][cH:10][c:11]([N+:13]([O-:14])=[O:15])[cH:12]1.[CH3:18][CH2:19][OH:20].[Cl-:16].[Fe:21].[NH4+:17]>>[CH2:1]([CH3:2])[O:3][c:4]1[c:5]([C:6](=[O:7])[OH:8])[cH:9][cH:10][c:11]([NH2:13])[cH:12]1. Reactants: COC(CC1(CCCCC1)C)=O ((1-methyl-cyclohexyl)-acetic acid methyl ester), [H-].[H-].[H-].[H-].[Li+].[Al+3] (LiAlH4), ice water. Solvent: O1CCCC1 (tetrahydrofuran), O1CCCC1 (tetrahydrofuran). Reaction conditions: temperature 0 celsius, time 1 hour. Yields the product CC1(CCCCC1)CCO (2-(1-methyl-cyclohexyl)-ethanol). Yield: 79.7%. Reaction SMILES: C[O:2][C:3](=O)[CH2:4][C:5]1([CH3:11])[CH2:10][CH2:9][CH2:8][CH2:7][CH2:6]1.[H-].[H-].[H-].[H-].[Li+].[Al+3]>O1CCCC1>[CH3:11][C:5]1([CH2:4][CH2:3][OH:2])[CH2:10][CH2:9][CH2:8][CH2:7][CH2:6]1 |f:1.2.3.4.5.6|. Procedure details: Step C To a solution of (1-methyl-cyclohexyl)-acetic acid methyl ester (3.3 g, 19.4 mmol) in anhydrous tetrahydrofuran (50 mL) at 0° C. was added a tetrahydrofuran solution (1 M) of LiAlH4 (29 mL, 29 mmol) under nitrogen. The reaction mixture was stirred at 0° C. for 1 h, then poured into a ice-water. The mixture was extracted with ethyl acetate. The organic layer were separated, washed with water, aqueous HCl solution, brine, dried over MgSO4, and concentrated. The residue was purified by chrom... Reactants: OCCO[C@@H]1CC[C@H](CC1)N1C=2N(C(=C(C1=O)CC1=CC=C(C=C1)C=1C(=CC=CC1)C#N)CCC)N=CN2 (4′-({4-[trans-4-(2-hydroxyethoxy)cyclohexyl]-5-oxo-7-propyl-4,5-dihydro[1,2,4]triazolo[1,5-a]pyrimidin-6-yl}methyl)biphenyl-2-carbonitrile), FC(S(=O)(=O)O[Si](C)(C)C(C)(C)C)(F)F (tert-butyl(dimethyl)silyl trifluoromethanesulfonate), N1=C(C=CC=C1C)C (2,6-lutidine), [Cl-].O[NH3+] (hydroxylammonium chloride), C(O)([O-])=O.[Na+] (sodium hydrogen carbonate). The solvent is C(C)(=O)OCC (ethyl acetate), O1CCCC1 (tetrahydrofuran), CS(=O)C (dimethyl sulfoxide), CS(=O)C (dimethyl sulfoxide), C(C)(=O)OCC (ethyl acetate). Reaction conditions: temperature 0 celsius, time 3 hour. Yields the product OCCO[C@@H]1CC[C@H](CC1)N1C=2N(C(=C(C1=O)CC1=CC=C(C=C1)C1=C(C=CC=C1)C1=NOC(N1)=O)CCC)N=CN2 (4-[trans-4-(2-hydroxyethoxy)cyclohexyl]-6-{[2′-(5-oxo-4,5-dihydro-1,2,4-oxadiazol-3-yl)biphenyl-4-yl]methyl}-7-propyl[1,2,4]triazolo[1,5-a]pyrimidin-5(4H)-one). The yield is 45.0%. As a reaction SMILES: [OH:1][CH2:2][CH2:3][O:4][C@H:5]1[CH2:10][CH2:9][C@H:8]([N:11]2[C:16](=[O:17])[C:15]([CH2:18][C:19]3[CH:24]=[CH:23][C:22]([C:25]4[C:26]([C:31]#[N:32])=[CH:27][CH:28]=[CH:29][CH:30]=4)=[CH:21][CH:20]=3)=[C:14]([CH2:33][CH2:34][CH3:35])[N:13]3[N:36]=[CH:37][N:38]=[C:12]23)[CH2:7][CH2:6]1.FC(F)(F)S(O[Si](C(C)(C)C)(C)C)(=O)=O.[N:54]1C(C)=CC=CC=1C.[Cl-].O[NH3+].[C:65](=[O:68])([O-])[OH:66].[Na+]>C(OCC)(=O)C.CS(C)=O.O1CCCC1>[OH:1][CH2:2][CH2:3][O:4][C@H:5]1[CH2:10][CH2:9][C@H:8]([N:11]2[C:16](=[O:17])[C:15]([CH2:18][C:19]3[CH:24]=[CH:23][C:22]([C:25]4[CH:30]=[CH:29][CH:28]=[CH:27][C:26]=4[C:31]4[NH:54][C:65](=[O:68])[O:66][N:32]=4)=[CH:21][CH:20]=3)=[C:14]([CH2:33][CH2:34][CH3:35])[N:13]3[N:36]=[CH:37][N:38]=[C:12]23)[CH2:7][CH2:6]1 |f:3.4,5.6|. Reported procedure: A mixture of 4′-({4-[trans-4-(2-hydroxyethoxy)cyclohexyl]-5-oxo-7-propyl-4,5-dihydro[1,2,4]triazolo[1,5-a]pyrimidin-6-yl}methyl)biphenyl-2-carbonitrile (0.23 g), tert-butyl(dimethyl)silyl trifluoromethanesulfonate (0.16 mL), 2,6-lutidine (0.079 mL) and tetrahydrofuran (10 mL) was stirred at 0° C. for 3 hr. The reaction mixture was diluted with ethyl acetate, washed with water and then with saturated brine, and dried over anhydrous magnesium sulfate. The solvent was evaporated under reduced press... Starting materials: CC(CO[Si](C)(C)C(C)(C)C)Nc1c([N+](=O)[O-])cnc2cc(Br)ccc12, CC#N. The product is CC(CO[Si](C)(C)C(C)(C)C)Nc1c(N)cnc2cc(Br)ccc12. As a reaction SMILES: [Br:1][c:2]1[cH:3][cH:4][c:5]2[c:6]([NH:15][CH:16]([CH2:17][O:18][Si:19]([CH3:20])([CH3:21])[C:22]([CH3:23])([CH3:24])[CH3:25])[CH3:26])[c:7]([N+:12]([O-:13])=[O:14])[cH:8][n:9][c:10]2[cH:11]1.[CH3:27][C:28]#[N:29]>>[Br:1][c:2]1[cH:3][cH:4][c:5]2[c:6]([NH:15][CH:16]([CH2:17][O:18][Si:19]([CH3:20])([CH3:21])[C:22]([CH3:23])([CH3:24])[CH3:25])[CH3:26])[c:7]([NH2:12])[cH:8][n:9][c:10]2[cH:11]1. Starting materials: Brc1cccnc1, [Li]CCCC, COc1ccc2c(c1)CC(CN(C)C)C2=O, CCOCC, O. Product: COc1ccc2c(c1)CC(CN(C)C)C2(O)c1cccnc1. RXN SMILES: [Br:6][c:7]1[cH:8][n:9][cH:10][cH:11][cH:12]1.[CH2:1]([Li:2])[CH2:3][CH2:4][CH3:5].[CH3:13][N:14]([CH3:15])[CH2:16][CH:17]1[C:18](=[O:28])[c:19]2[cH:20][cH:21][c:22]([O:26][CH3:27])[cH:23][c:24]2[CH2:25]1.[CH3:30][CH2:31][O:32][CH2:33][CH3:34].[OH2:29]>>[c:7]1([C:18]2([OH:28])[CH:17]([CH2:16][N:14]([CH3:13])[CH3:15])[CH2:25][c:24]3[c:19]2[cH:20][cH:21][c:22]([O:26][CH3:27])[cH:23]3)[cH:8][n:9][cH:10][cH:11][cH:12]1. Starting materials: solution, C[Li] (methyl lithium), [I-] (iodide), C(C)(=O)C(CCCCCCC(=O)OCC)(CCCC(CCCCC)OC(C)=O)Br (Ethyl 8-acetyl-8-bromo-12-acetoxyheptadecanoate), [Cl-].[NH4+] (ammonium chloride). Conditions: time 30 minute. Procedure details: Cupruous iodide (7.1 g., 0.037 mole) is suspended in ether (150 ml.) and a 1.66 M solution of methyl lithium in ether (45 ml., 0.075 mole) is added dropwise during 30 minutes. Ethyl 8-acetyl-8-bromo-12-acetoxyheptadecanoate (11.9 g., 0.025 mole) is added dropwise during 30 minutes. The temperature is kept at -4° C to -2° C. during these operations by means of a salt bath. Stirring is continued at this temperature for another 30 minutes; then the mixture is stirred for 2 hours without cooling. Th... As a reaction SMILES: [I-].[CH3:2][Li].[C:4]([C:7](Br)([CH2:19][CH2:20][CH2:21][CH:22]([O:28][C:29](=[O:31])[CH3:30])[CH2:23][CH2:24][CH2:25][CH2:26][CH3:27])[CH2:8][CH2:9][CH2:10][CH2:11][CH2:12][CH2:13][C:14]([O:16][CH2:17][CH3:18])=[O:15])(=[O:6])[CH3:5].[Cl-].[NH4+]>CCOCC>[C:4]([C:7]([CH3:2])([CH2:19][CH2:20][CH2:21][CH:22]([O:28][C:29](=[O:31])[CH3:30])[CH2:23][CH2:24][CH2:25][CH2:26][CH3:27])[CH2:8][CH2:9][CH2:10][CH2:11][CH2:12][CH2:13][C:14]([O:16][CH2:17][CH3:18])=[O:15])(=[O:6])[CH3:5] |f:3.4|. Yields the product C(C)(=O)C(CCCCCCC(=O)OCC)(CCCC(CCCCC)OC(C)=O)C (Ethyl 8-acetyl-8-methyl-12-acetoxyheptadecanoate). Run in CCOCC (ether), CCOCC (ether). Reaction SMILES: [Cl:1][C:2]1[CH:3]=[CH:4][C:5]([O:41][CH:42]([F:44])[F:43])=[C:6]([C:8]2[C:13]([O:14][CH3:15])=[CH:12][N:11]([CH:16]([CH2:33][C@H:34]3[CH2:39][CH2:38][CH2:37][CH2:36][O:35]3)[C:17]([NH:19][C:20]3[CH:32]=[CH:31][C:23]([C:24]([O:26]C(C)(C)C)=[O:25])=[CH:22][CH:21]=3)=[O:18])[C:10](=[O:40])[CH:9]=2)[CH:7]=1.C(O)(C(F)(F)F)=O>>[Cl:1][C:2]1[CH:3]=[CH:4][C:5]([O:41][CH:42]([F:44])[F:43])=[C:6]([C:8]2[C:13]([O:14][CH3:15])=[CH:12][N:11]([CH:16]([CH2:33][C@H:34]3[CH2:39][CH2:38][CH2:37][CH2:36][O:35]3)[C:17]([NH:19][C:20]3[CH:32]=[CH:31][C:23]([C:24]([OH:26])=[O:25])=[CH:22][CH:21]=3)=[O:18])[C:10](=[O:40])[CH:9]=2)[CH:7]=1. Reported procedure: 67 mg (0.11 mmol) of tert-butyl 4-[(2-{4-[5-chloro-2-(difluoromethoxy)phenyl]-5-methoxy-2-oxopyridin-1(2H)-yl}-3-[(2R)-tetrahydro-2H-pyran-2-yl]propanoyl)amino]benzoate (mixture of enantiomerically pure diastereomers 1 and 2) were hydrolysed with TFA according to General Method 2. The crude product was purified by preparative HPLC (Reprosil C18, water/acetonitrile gradient). Yield: 25 mg (41% of theory) The reactants are ClC=1C=CC(=C(C1)C1=CC(N(C=C1OC)C(C(=O)NC1=CC=C(C(=O)OC(C)(C)C)C=C1)C[C@@H]1OCCCC1)=O)OC(F)F (tert-butyl 4-[(2-{4-[5-chloro-2-(difluoromethoxy)phenyl]-5-methoxy-2-oxopyridin-1(2H)-yl}-3-[(2R)-tetrahydro-2H-pyran-2-yl]propanoyl)amino]benzoate), C(=O)(C(F)(F)F)O (TFA). The product is ClC=1C=CC(=C(C1)C1=CC(N(C=C1OC)C(C(=O)NC1=CC=C(C(=O)O)C=C1)C[C@@H]1OCCCC1)=O)OC(F)F (4-[(2-{4-[5-Chloro-2-(difluoromethoxy)phenyl]-5-methoxy-2-oxopyridin-1(2H)-yl}-3-[(2R)-tetrahydro-2H-pyran-2-yl]propanoyl)amino]benzoic acid).